From a dataset of the Open Reaction Database (ORD), a public repository of structured organic reaction records. describe an organic reaction: reactants, conditions, products, and yield The reactants are C(#N)CCCCCCN(CCN1C(C=2C(C1=O)=CC=CC2)=O)CCN2C(C=1C(C2=O)=CC=CC1)=O ((6-cyanohexyl)bis(2-phthalimidoethyl)amine), NN (hydrazine). Solvent: CO (methanol). Conditions: time 8 hour. Yields the product C(#N)CCCCCCN(CCN)CCN ((6-cyanohexyl)bis(2-aminoethyl)amine). Reaction SMILES: [C:1]([CH2:3][CH2:4][CH2:5][CH2:6][CH2:7][CH2:8][N:9]([CH2:23][CH2:24][N:25]1C(=O)C2=CC=CC=C2C1=O)[CH2:10][CH2:11][N:12]1C(=O)C2=CC=CC=C2C1=O)#[N:2].NN>CO>[C:1]([CH2:3][CH2:4][CH2:5][CH2:6][CH2:7][CH2:8][N:9]([CH2:23][CH2:24][NH2:25])[CH2:10][CH2:11][NH2:12])#[N:2]. Procedure: A solution of (6-cyanohexyl)bis(2-phthalimidoethyl)amine (13.8g, 0.029 mol) and hydrazine (2.15g, 0.067 mol) in methanol (150 ml) was refluxed for 1.5 hours and allowed to stand overnight. The solvent was removed under reduced pressure and the residue was taken up in water (200 ml) and brought to pH≈2 with HC1. The precipitate was removed by filtration and the filtrate was made basic with solid NaOH. The solution was then concentrated under reduced pressure and extracted with dichloromethane (4×...